This data is from the Open Reaction Database (ORD), a public repository of structured organic reaction records. The task is: describe an organic reaction: reactants, conditions, products, and yield Starting materials: CS(C)=O, ClCC1OC1CCl, [Na+], [OH-], O, Oc1ccccc1O. The product is Cc1ccc(O)c(O)c1. RXN SMILES: [CH3:18][S:19]([CH3:20])=[O:21].[Cl:11][CH2:12][CH:13]1[CH:14]([CH2:15][Cl:16])[O:17]1.[Na+:10].[OH-:9].[OH2:22].[OH:1][c:2]1[cH:3][cH:4][cH:5][cH:6][c:7]1[OH:8]>>[OH:1][c:2]1[cH:3][cH:4][c:5]([CH3:12])[cH:6][c:7]1[OH:8]. Starting materials: C(C1=CC=CC=C1)OC(=O)N[C@H](C(=O)OC(C)(C)C)CC1=CC=C(C=C1)OCCCC(NC=1NCCN1)=O (tert-butyl (2S)-2-benzyloxycarbonylamino-3-(4-(3-(4,5-dihydro-1H-imidazol-2-ylcarbamoyl)-propoxy)phenyl)propionate). Solvent: FC(C(=O)O)(F)F.O (trifluoroacetic acid water). Run at time 15 minute. Product: C(C1=CC=CC=C1)OC(=O)N[C@H](C(=O)O)CC1=CC=C(C=C1)OCCCC(NC=1NCCN1)=O ((2S)-2-Benzyloxycarbonylamino-3-(4-(3-(4,5-dihydro-1H-imidazol-2-ylcarbamoyl)propyloxy)phenyl)propionic Acid). Yield: 100.0%. RXN SMILES: [CH2:1]([O:8][C:9]([NH:11][C@@H:12]([CH2:20][C:21]1[CH:26]=[CH:25][C:24]([O:27][CH2:28][CH2:29][CH2:30][C:31](=[O:38])[NH:32][C:33]2[NH:34][CH2:35][CH2:36][N:37]=2)=[CH:23][CH:22]=1)[C:13]([O:15]C(C)(C)C)=[O:14])=[O:10])[C:2]1[CH:7]=[CH:6][CH:5]=[CH:4][CH:3]=1>FC(F)(F)C(O)=O.O>[CH2:1]([O:8][C:9]([NH:11][C@@H:12]([CH2:20][C:21]1[CH:26]=[CH:25][C:24]([O:27][CH2:28][CH2:29][CH2:30][C:31](=[O:38])[NH:32][C:33]2[NH:37][CH2:36][CH2:35][N:34]=2)=[CH:23][CH:22]=1)[C:13]([OH:15])=[O:14])=[O:10])[C:2]1[CH:3]=[CH:4][CH:5]=[CH:6][CH:7]=1 |f:1.2|. Reported procedure: 200 mg of tert-butyl (2S)-2-benzyloxycarbonylamino-3-(4-(3-(4,5-dihydro-1H-imidazol-2-ylcarbamoyl)-propoxy)phenyl)propionate were dissolved in 5 ml of trifluoroacetic acid/water (95/5) and the solution was stirred at room temperature for 15 min. The reaction solution was then concentrated in vacuo. The residue was dissolved in water and the solution was freeze-dried. Yield: 100%. Starting materials: CNC(=O)C(C)(C)C, Nc1ccccc1N1CCCCC1, O=P(Cl)(Cl)Cl, c1ccccc1. Yields the product CNC(=Nc1ccccc1N1CCCCC1)C(C)(C)C. RXN SMILES: [CH3:1][NH:2][C:3]([C:4]([CH3:5])([CH3:6])[CH3:7])=[O:8].[NH2:9][c:10]1[c:11]([N:16]2[CH2:17][CH2:18][CH2:19][CH2:20][CH2:21]2)[cH:12][cH:13][cH:14][cH:15]1.[P:28]([Cl:29])([Cl:30])([Cl:31])=[O:32].[cH:22]1[cH:23][cH:24][cH:25][cH:26][cH:27]1>>[CH3:1][NH:2][C:3]([C:4]([CH3:5])([CH3:6])[CH3:7])=[N:9][c:10]1[c:11]([N:16]2[CH2:17][CH2:18][CH2:19][CH2:20][CH2:21]2)[cH:12][cH:13][cH:14][cH:15]1. The reactants are O=C1CCCN(Cc2ccccc2)C1, CC(C)O, Cl, [K+], [OH-], O, c1ccc2[nH]ccc2c1. Product: C1=C(c2c[nH]c3ccccc23)CN(Cc2ccccc2)CC1. As a reaction SMILES: [CH2:12]([c:13]1[cH:14][cH:15][cH:16][cH:17][cH:18]1)[N:19]1[CH2:20][C:21](=[O:25])[CH2:22][CH2:23][CH2:24]1.[CH:28]([OH:29])([CH3:30])[CH3:31].[ClH:11].[K+:27].[OH-:26].[OH2:10].[nH:1]1[cH:2][cH:3][c:4]2[cH:5][cH:6][cH:7][cH:8][c:9]12>>[nH:1]1[cH:2][c:3]([C:21]2=[CH:22][CH2:23][CH2:24][N:19]([CH2:12][c:13]3[cH:14][cH:15][cH:16][cH:17][cH:18]3)[CH2:20]2)[c:4]2[cH:5][cH:6][cH:7][cH:8][c:9]12.